From a dataset of the Open Reaction Database (ORD), a public repository of structured organic reaction records. describe an organic reaction: reactants, conditions, products, and yield Starting materials: CC(C)(C)OC(=O)N1CC(=O)C1, CC(=O)O[BH-](OC(C)=O)OC(C)=O, Cl, FC1CCNCC1, [Na+]. Yields the product CC(C)(C)OC(=O)N1CC(N2CCC(F)CC2)C1. Reaction SMILES: [C:1]([CH3:2])([CH3:3])([CH3:4])[O:5][C:6](=[O:7])[N:8]1[CH2:9][C:10](=[O:12])[CH2:11]1.[C:21]([O:22][BH-:23]([O:24][C:25](=[O:26])[CH3:27])[O:28][C:29](=[O:30])[CH3:31])(=[O:32])[CH3:33].[ClH:13].[F:14][CH:15]1[CH2:16][CH2:17][NH:18][CH2:19][CH2:20]1.[Na+:34]>>[C:1]([CH3:2])([CH3:3])([CH3:4])[O:5][C:6](=[O:7])[N:8]1[CH2:9][CH:10]([N:18]2[CH2:17][CH2:16][CH:15]([F:14])[CH2:20][CH2:19]2)[CH2:11]1. Starting materials: ClCCN(C(=O)N(C1[C@H](O)[C@@H](O)[C@@H](O)CO1)CC=C)N=O (1-(2-chloroethyl)-1-nitroso-3-(2-propenyl)-3-(L-arabinopyranosyl)urea), ClC1=CC(=CC=C1)C(=O)OO (meta-chloroperbenzoic acid), C(Cl)Cl (methylene chloride). Run in C1=CC=CC=C1 (benzene). Conditions: time 3 hour. The product is ClCCN(C(=O)N(C1[C@H](O)[C@@H](O)[C@@H](O)CO1)CC1OC1)N=O (1-(2-chloroethyl)-1-nitroso-3-(oxiran-2-yl-methyl)-3-(L-arabinopyranosyl)urea). The yield is 16.2%. As a reaction SMILES: [Cl:1][CH2:2][CH2:3][N:4]([N:20]=[O:21])[C:5]([N:7]([CH2:17][CH:18]=[CH2:19])[CH:8]1[O:16][CH2:15][C@H:13]([OH:14])[C@H:11]([OH:12])[C@H:9]1[OH:10])=[O:6].ClC1C=CC=C(C(OO)=[O:30])C=1.C(Cl)Cl>C1C=CC=CC=1>[Cl:1][CH2:2][CH2:3][N:4]([N:20]=[O:21])[C:5]([N:7]([CH2:17][CH:18]1[CH2:19][O:30]1)[CH:8]1[O:16][CH2:15][C@H:13]([OH:14])[C@H:11]([OH:12])[C@H:9]1[OH:10])=[O:6]. Procedure: A mixture of 5.3 g of 1-(2-chloroethyl)-1-nitroso-3-(2-propenyl)-3-(L-arabinopyranosyl)urea, 5.9 g of meta-chloroperbenzoic acid, 50 ml of methylene chloride and 50 ml of benzene is stirred at room temperature for 3 hours. After the reaction, the mixture is condensed under reduced pressure. The residue obtained is washed with ether and then purified by silica gel chromatography (Solvent: ethyl acetate). 0.9 g of 1-(2-chloroethyl)-1-nitroso-3-(oxiran-2-yl-methyl)-3-(L-arabinopyranosyl)urea is the... The reactants are OCNC(CCl)=O (N-hydroxymethyl-2-chloroacetamide), O=C1C(CC2=CC(=C(C(=C12)Cl)Cl)OCC(=O)O)(C1=CC=CC=C1)C ((1-oxo-2-methyl-2-phenyl-6,7-dichloro-5-indanyloxy)acetic acid), ice water, OCNC(CCl)=O (N-hydroxymethyl-2-chloroacetamide). Solvent: S(O)(O)(=O)=O (sulfuric acid), C(C)(=O)O (acetic acid). Yields the product O=C1C(CC2=CC(=C(C(=C12)Cl)Cl)OCC(=O)O)(C)C1=CC=C(C=C1)CNC(CCl)=O ({1-Oxo-2-[4-(2-chloroacetamidomethyl)phenyl]-2-methyl-6,7-dichloro-5-indanyloxy}acetic acid). RXN SMILES: O[CH2:2][NH:3][C:4](=[O:7])[CH2:5][Cl:6].[O:8]=[C:9]1[C:17]2[C:12](=[CH:13][C:14]([O:20][CH2:21][C:22]([OH:24])=[O:23])=[C:15]([Cl:19])[C:16]=2[Cl:18])[CH2:11][C:10]1([CH3:31])[C:25]1[CH:30]=[CH:29][CH:28]=[CH:27][CH:26]=1>S(=O)(=O)(O)O.C(O)(=O)C>[O:8]=[C:9]1[C:17]2[C:12](=[CH:13][C:14]([O:20][CH2:21][C:22]([OH:24])=[O:23])=[C:15]([Cl:19])[C:16]=2[Cl:18])[CH2:11][C:10]1([C:25]1[CH:30]=[CH:29][C:28]([CH2:2][NH:3][C:4](=[O:7])[CH2:5][Cl:6])=[CH:27][CH:26]=1)[CH3:31]. Reported procedure: Well-pulverized N-hydroxymethyl-2-chloroacetamide (3.37 g., 0.0274 mole) is added portionwise to (1-oxo-2-methyl-2-phenyl-6,7-dichloro-5-indanyloxy)acetic acid (10.0 g., 0.0274 mole) in 36N sulfuric acid (100 ml.) and acetic acid (100 ml.) with stirring at 40°-50° C. over one-half hours. Additional N-hydroxymethyl-2-chloroacetamide (1.68 g., 0.014 mole) is added over a four hour period until no starting material remains. After stirring at 25° C. for 16 hours the reaction mixture is added to crus... Reactants: FC(C(=O)O)(F)F.NC1CCN(CC1)CCN1C(OCC2=C1C=C(C=C2)OC)=O (1-[2-(4-Aminopiperidin-1-yl)ethyl]-7-methoxy-1,4-dihydro-2H-3,1-benzoxazin-2-one trifluoro acetate), FC(C(=O)O)(F)F.NC1CCN(CC1)CCN1C(OCC2=C1C=C(C=C2)OC)=O (1-[2-(4-Aminopiperidin-1-yl)ethyl]-7-methoxy-1,4-dihydro-2H-3,1-benzoxazin-2-one trifluoro acetate), C(C)(C)N(C(C)C)CC (N,N-diisopropylethylamine), O=C1NC2=C(OC1)C=CC(=N2)C=O (3-oxo-3,4-dihydro-2H-pyrido[3,2-b][1,4]oxazine-6-carbaldehyde), C(#N)[BH3-].[Na+] (sodium cyanoborohydride). Product: COC1=CC2=C(COC(N2CCN2CCC(CC2)NCC=2C=CC=3OCC(NC3N2)=O)=O)C=C1 (6-[({1-[2-(7-Methoxy-2-oxo-2H-3,1-benzoxazin-1(4H)-yl)ethyl]piperidin-4-yl}amino)methyl]-2H-pyrido[3,2-b][1,4]oxazin-3(4H)-one). Reaction SMILES: FC(F)(F)C(O)=O.[NH2:8][CH:9]1[CH2:14][CH2:13][N:12]([CH2:15][CH2:16][N:17]2[C:22]3[CH:23]=[C:24]([O:27][CH3:28])[CH:25]=[CH:26][C:21]=3[CH2:20][O:19][C:18]2=[O:29])[CH2:11][CH2:10]1.C(N(CC)C(C)C)(C)C.[O:39]=[C:40]1[CH2:45][O:44][C:43]2[CH:46]=[CH:47][C:48]([CH:50]=O)=[N:49][C:42]=2[NH:41]1.C([BH3-])#N.[Na+]>>[CH3:28][O:27][C:24]1[CH:25]=[CH:26][C:21]2[CH2:20][O:19][C:18](=[O:29])[N:17]([CH2:16][CH2:15][N:12]3[CH2:11][CH2:10][CH:9]([NH:8][CH2:50][C:48]4[CH:47]=[CH:46][C:43]5[O:44][CH2:45][C:40](=[O:39])[NH:41][C:42]=5[N:49]=4)[CH2:14][CH2:13]3)[C:22]=2[CH:23]=1 |f:0.1,4.5|. Reported procedure: 1-[2-(4-Aminopiperidin-1-yl)ethyl]-7-methoxy-1,4-dihydro-2H-3,1-benzoxazin-2-one trifluoro acetate (Intermediate 106) (324 mg, 0.78 mmol) was converted to the free base using N,N-diisopropylethylamine for 30 minutes and reacted with 3-oxo-3,4-dihydro-2H-pyrido[3,2-b][1,4]oxazine-6-carbaldehyde (WO 2004/058144) (153 mg, 0.86 mmol) and sodium cyanoborohydride (98 mg, 1.56 mmol) as described under Example 21. The reaction mixture was filtered through a 0.45 μm membrane and concentrated to dryness u... Starting materials: NC=1C=CC(=NC1)OCCC=1N=C(OC1C)C1=CC=CC=C1 (5amino-2-[2-(5-methyl-2-phenyl-4-oxazolyl)ethoxy]pyridine), Cl (HCl), [I-].[K+] (potassium iodide), N(=O)[O-].[Na+] (sodium nitrite). The solvent is CC(=O)C (acetone), O (water), O (water). Reaction conditions: temperature 10 celsius, time 30 minute. The product is IC=1C=CC(=NC1)OCCC=1N=C(OC1C)C1=CC=CC=C1 (5-iodo-2-[2-(5-methyl-2-phenyl-4-oxazolyl)ethoxy]pyridine). Yield: 119.9%. RXN SMILES: N[C:2]1[CH:3]=[CH:4][C:5]([O:8][CH2:9][CH2:10][C:11]2[N:12]=[C:13]([C:17]3[CH:22]=[CH:21][CH:20]=[CH:19][CH:18]=3)[O:14][C:15]=2[CH3:16])=[N:6][CH:7]=1.Cl.N([O-])=O.[Na+].[I-:28].[K+]>O.CC(C)=O>[I:28][C:2]1[CH:3]=[CH:4][C:5]([O:8][CH2:9][CH2:10][C:11]2[N:12]=[C:13]([C:17]3[CH:22]=[CH:21][CH:20]=[CH:19][CH:18]=3)[O:14][C:15]=2[CH3:16])=[N:6][CH:7]=1 |f:2.3,4.5|. Reported procedure: To a mixture of 5amino-2-[2-(5-methyl-2-phenyl-4-oxazolyl)ethoxy]pyridine (10.0 g), conc. HCl (8.47 ml) and acetone (100 ml) was added dropwise a solution of sodium nitrite (NaNO2) (2.46 g) in water (10 ml) at temperatures below 10° C. The mixture was stirred for 30 minutes at 10° C., to which was dropwise added a solution of potassium iodide (KI) (2.46 g) in water (10 ml) at 10° C. The reaction mixture was stirred for further one hour at temperatures raging from 30 to 35° C. and for another one... Starting materials: BrCc1ccccc1, CC(C)(C)OC(=O)NC(Cc1ccc(I)cc1)C(=O)O, CC#N. The product is CC(C)(C)OC(=O)NC(Cc1ccc(I)cc1)C(=O)OCc1ccccc1. As a reaction SMILES: [Br:21][CH2:22][c:23]1[cH:24][cH:25][cH:26][cH:27][cH:28]1.[C:1](=[O:2])([O:3][C:4]([CH3:5])([CH3:6])[CH3:7])[NH:8][CH:9]([CH2:10][c:11]1[cH:12][cH:13][c:14]([I:17])[cH:15][cH:16]1)[C:18](=[O:19])[OH:20].[CH3:29][C:30]#[N:31]>>[C:1](=[O:2])([O:3][C:4]([CH3:5])([CH3:6])[CH3:7])[NH:8][CH:9]([CH2:10][c:11]1[cH:12][cH:13][c:14]([I:17])[cH:15][cH:16]1)[C:18]([O:19][CH2:22][c:23]1[cH:24][cH:25][cH:26][cH:27][cH:28]1)=[O:20]. Product: COC(=O)Nc1ccc2ccccc2c1-c1c(P(c2ccccc2)c2ccccc2)ccc2ccccc12. RXN SMILES: [CH2:48]([Cl:49])[Cl:50].[Cl-:46].[Cl:41][C:42](=[O:43])[O:44][CH3:45].[NH2:1][c:2]1[c:3](-[c:12]2[c:13]([P:22]([c:23]3[cH:24][cH:25][cH:26][cH:27][cH:28]3)[c:29]3[cH:30][cH:31][cH:32][cH:33][cH:34]3)[cH:14][cH:15][c:16]3[cH:17][cH:18][cH:19][cH:20][c:21]23)[c:4]2[cH:5][cH:6][cH:7][cH:8][c:9]2[cH:10][cH:11]1.[NH4+:47].[cH:35]1[cH:36][cH:37][n:38][cH:39][cH:40]1>>[NH:1]([c:2]1[c:3](-[c:12]2[c:13]([P:22]([c:23]3[cH:24][cH:25][cH:26][cH:27][cH:28]3)[c:29]3[cH:30][cH:31][cH:32][cH:33][cH:34]3)[cH:14][cH:15][c:16]3[cH:17][cH:18][cH:19][cH:20][c:21]23)[c:4]2[cH:5][cH:6][cH:7][cH:8][c:9]2[cH:10][cH:11]1)[C:42](=[O:43])[O:44][CH3:45]. Starting materials: ClCCl, [Cl-], COC(=O)Cl, Nc1ccc2ccccc2c1-c1c(P(c2ccccc2)c2ccccc2)ccc2ccccc12, [NH4+], c1ccncc1. Starting materials: COC(=O)C=1OC2=C(C1)C(=CC=C2)O (4-hydroxy-2-benzofurancarboxylic acid methyl ester), BrC(C)C (2-bromopropane), C([O-])([O-])=O.[K+].[K+] (potassium carbonate). Solvent: CN(C)C=O (DMF). Conditions: time 8 hour. Product: C(C)(C)OC1=CC=CC2=C1C=C(O2)C(=O)OC (methyl 4-isopropoxy-1-benzofuran-2-carboxylate). Yield: 98.2%. As a reaction SMILES: [CH3:1][O:2][C:3]([C:5]1[O:6][C:7]2[CH:13]=[CH:12][CH:11]=[C:10]([OH:14])[C:8]=2[CH:9]=1)=[O:4].Br[CH:16]([CH3:18])[CH3:17].C(=O)([O-])[O-].[K+].[K+]>CN(C=O)C>[CH:16]([O:14][C:10]1[C:8]2[CH:9]=[C:5]([C:3]([O:2][CH3:1])=[O:4])[O:6][C:7]=2[CH:13]=[CH:12][CH:11]=1)([CH3:18])[CH3:17] |f:2.3.4|. Procedure details: To a solution of 0.41 g (2.13 mmol) of 4-hydroxy-2-benzofurancarboxylic acid methyl ester in 7 mL of DMF was added 0.80 mL (8.54 mmol) of 2-bromopropane and 1.18 g (8.54 mmol) of potassium carbonate. The reaction was stirred at room temperature overnight. The reaction mixture was concentrated in vacuo, and the residue was extracted with ethyl acetate. The organic layer washed with water and brine, dried over sodium sulfate, filtered, and concentrated in vacuo to provide 0.49 g of methyl 4-isopro... The reactants are O (water), C(C1=CC=CC=C1)N(CC(COC1=CC=C(C=C1)C1=C(C(=NC(=C1C(=O)OCC)C)C)C(=O)OCC)O)CCOC1=CC(=C(C=C1)O)C(N)=O (1-[N-benzyl-2-(3-carbamoyl-4-hydroxyphenoxy)-ethylamino]-3-[4-(3,5-dicarboethoxy-2,6-dimethylpyridin-4-yl)-phenoxy]-2-propanol), C(\C=C\C(=O)O)(=O)O (fumaric acid). The solvent is C(C)(C)O (isopropanol). Yields the product C(N)(=O)C=1C=C(OCCNCC(COC2=CC=C(C=C2)C2=C(C(=NC(=C2C(=O)OCC)C)C)C(=O)OCC)O)C=CC1O (1-[2-(3-carbamoyl-4-hydroxyphenoxy)-ethylamino]-3-[4-(3,5-dicarboethoxy-2,6-dimethylpyridin-4-yl)-phenoxy]-2-propanol), C(\C=C\C(=O)[O-])(=O)[O-] (fumarate). RXN SMILES: C([N:8]([CH2:38][CH2:39][O:40][C:41]1[CH:46]=[CH:45][C:44]([OH:47])=[C:43]([C:48](=[O:50])[NH2:49])[CH:42]=1)[CH2:9][CH:10]([OH:37])[CH2:11][O:12][C:13]1[CH:18]=[CH:17][C:16]([C:19]2[C:24]([C:25]([O:27][CH2:28][CH3:29])=[O:26])=[C:23]([CH3:30])[N:22]=[C:21]([CH3:31])[C:20]=2[C:32]([O:34][CH2:35][CH3:36])=[O:33])=[CH:15][CH:14]=1)C1C=CC=CC=1.[C:51]([OH:58])(=[O:57])/[CH:52]=[CH:53]/[C:54]([OH:56])=[O:55].O>C(O)(C)C>[C:48]([C:43]1[CH:42]=[C:41]([CH:46]=[CH:45][C:44]=1[OH:47])[O:40][CH2:39][CH2:38][NH:8][CH2:9][CH:10]([OH:37])[CH2:11][O:12][C:13]1[CH:18]=[CH:17][C:16]([C:19]2[C:24]([C:25]([O:27][CH2:28][CH3:29])=[O:26])=[C:23]([CH3:30])[N:22]=[C:21]([CH3:31])[C:20]=2[C:32]([O:34][CH2:35][CH3:36])=[O:33])=[CH:15][CH:14]=1)(=[O:50])[NH2:49].[C:51]([O-:58])(=[O:57])/[CH:52]=[CH:53]/[C:54]([O-:56])=[O:55]. Procedure: 11.6 g of 1-[N-benzyl-2-(3-carbamoyl-4-hydroxyphenoxy)-ethylamino]-3-[4-(3,5-dicarboethoxy-2,6-dimethylpyridin-4-yl)-phenoxy]-2-propanol are hydrogenated and worked up analogously to Example 1. The resulting base is reacted with fumaric acid in isopropanol and the resulting salt is recrystallised from ethanol. After drying for 15 hours at 0.05 mm Hg and 80°, 1-[2-(3-carbamoyl-4-hydroxyphenoxy)-ethylamino]-3-[4-(3,5-dicarboethoxy-2,6-dimethylpyridin-4-yl)-phenoxy]-2-propanol is obtained in the fo... Starting materials: O=C(O)c1ncsc1C=CSC(c1ccccc1)(c1ccccc1)c1ccccc1, O=C(O)C(O)C(O)C(=O)O, OC1CNC1. Product: O=C(c1ncsc1C=CSC(c1ccccc1)(c1ccccc1)c1ccccc1)N1CC(O)C1. As a reaction SMILES: [C:1](=[O:2])([OH:3])[c:4]1[n:5][cH:6][s:7][c:8]1[CH:9]=[CH:10][S:11][C:12]([c:13]1[cH:14][cH:15][cH:16][cH:17][cH:18]1)([c:19]1[cH:20][cH:21][cH:22][cH:23][cH:24]1)[c:25]1[cH:26][cH:27][cH:28][cH:29][cH:30]1.[C:31]([CH:32]([CH:33]([C:34]([OH:35])=[O:36])[OH:37])[OH:38])([OH:39])=[O:40].[OH:41][CH:42]1[CH2:43][NH:44][CH2:45]1>>[C:1](=[O:3])([c:4]1[n:5][cH:6][s:7][c:8]1[CH:9]=[CH:10][S:11][C:12]([c:13]1[cH:14][cH:15][cH:16][cH:17][cH:18]1)([c:19]1[cH:20][cH:21][cH:22][cH:23][cH:24]1)[c:25]1[cH:26][cH:27][cH:28][cH:29][cH:30]1)[N:44]1[CH2:43][CH:42]([OH:41])[CH2:45]1.